Dataset: the Open Reaction Database (ORD), a public repository of structured organic reaction records. Task: describe an organic reaction: reactants, conditions, products, and yield The reactants are FC1=CC=C(C=C1)C1=NOC(=C1)CNC1=C(C(=NC(=C1C)C)N(CC1=CC=C(C=C1)OC)CC1=CC=C(C=C1)OC)N (N4-{[3-(4-Fluorophenyl)isoxazol-5-yl]methyl}-N2,N2-bis(4-methoxybenzyl)-5,6-dimethylpyridine-2,3,4-triamine), C(CCC)(OC)(OC)OC (trimethyl orthobutyrate), C(CCC)(OC)(OC)OC (trimethyl orthobutyrate), Cl (hydrochloride). The solvent is C1(=CC=CC=C1)C (toluene). Product: FC1=CC=C(C=C1)C1=NOC(=C1)CN1C(=NC=2C(=NC(=C(C21)C)C)N(CC2=CC=C(C=C2)OC)CC2=CC=C(C=C2)OC)CCC (1-{[3-(4-Fluorophenyl)isoxazol-5-yl]methyl}-N,N-bis(4-methoxybenzyl)-6,7-dimethyl-2-propyl-1H-imidazo[4,5-c]pyridin-4-amine). Isolated yield 39.9%. RXN SMILES: [F:1][C:2]1[CH:7]=[CH:6][C:5]([C:8]2[CH:12]=[C:11]([CH2:13][NH:14][C:15]3[C:20]([CH3:21])=[C:19]([CH3:22])[N:18]=[C:17]([N:23]([CH2:33][C:34]4[CH:39]=[CH:38][C:37]([O:40][CH3:41])=[CH:36][CH:35]=4)[CH2:24][C:25]4[CH:30]=[CH:29][C:28]([O:31][CH3:32])=[CH:27][CH:26]=4)[C:16]=3[NH2:42])[O:10][N:9]=2)=[CH:4][CH:3]=1.[C:43](OC)(OC)(OC)[CH2:44][CH2:45][CH3:46].Cl>C1(C)C=CC=CC=1>[F:1][C:2]1[CH:7]=[CH:6][C:5]([C:8]2[CH:12]=[C:11]([CH2:13][N:14]3[C:15]4[C:20]([CH3:21])=[C:19]([CH3:22])[N:18]=[C:17]([N:23]([CH2:24][C:25]5[CH:30]=[CH:29][C:28]([O:31][CH3:32])=[CH:27][CH:26]=5)[CH2:33][C:34]5[CH:35]=[CH:36][C:37]([O:40][CH3:41])=[CH:38][CH:39]=5)[C:16]=4[N:42]=[C:43]3[CH2:44][CH2:45][CH3:46])[O:10][N:9]=2)=[CH:4][CH:3]=1. Procedure details: N4-{[3-(4-Fluorophenyl)isoxazol-5-yl]methyl}-N2,N2-bis(4-methoxybenzyl)-5,6-dimethylpyridine-2,3,4-triamine (6.00 g, 10.6 mmol), trimethyl orthobutyrate (2.4 g, 16 mmol), concentrated hydrochloride acid (0.2 mL), and toluene (30 mL) were combined and treated according to the method described in Part E of Example 18 with the modification that no additional trimethyl orthobutyrate was added. 1-{[3-(4-Fluorophenyl)isoxazol-5-yl]methyl}-N,N-bis(4-methoxybenzyl)-6,7-dimethyl-2-propyl-1H-imidazo[4,5-c...